The task is: describe an organic reaction: reactants, conditions, products, and yield. This data is from the Open Reaction Database (ORD), a public repository of structured organic reaction records. Reactants: C(C)OC=1C(=CC2=CC=C(C(=C2C1)F)F)[Si](C)(C)C ((3-ethoxy-5,6-difluoronaphthalen-2-yl)trimethylsilane), [F-].[Cs+] (caesium fluoride). Run in CN(C)C=O (DMF), O (water). The product is C(C)OC1=CC=C2C=CC(=C(C2=C1)F)F (7-ethoxy-1,2-difluoronaphthalene). Reaction SMILES: [CH2:1]([O:3][C:4]1[C:5]([Si](C)(C)C)=[CH:6][C:7]2[C:12]([CH:13]=1)=[C:11]([F:14])[C:10]([F:15])=[CH:9][CH:8]=2)[CH3:2].[F-].[Cs+]>CN(C=O)C.O>[CH2:1]([O:3][C:4]1[CH:13]=[C:12]2[C:7]([CH:8]=[CH:9][C:10]([F:15])=[C:11]2[F:14])=[CH:6][CH:5]=1)[CH3:2] |f:1.2|. Procedure: 44.0 g (about 81.6 mmol) of (3-ethoxy-5,6-difluoronaphthalen-2-yl)trimethylsilane are stirred at 100° C. for 20 h together with 26.3 g (0.17 mol) of caesium fluoride in 300 ml of DMF. After cooling, the mixture is diluted with water and extracted a number of times with MTBE. The combined organic phases are washed with water and sat. sodium chloride soln., and the solution is dried using sodium sulfate. The brown oil remaining after removal of the solvent is purified by column chromatography (SiO... The reactants are C1CCOC1, C[Si](C)(C)CCO, Clc1ccnc(Cl)n1, Cl, [H-], [Na+], O. The product is C[Si](C)(C)CCOc1ccnc(Cl)n1. Reaction SMILES: [CH2:19]1[O:20][CH2:21][CH2:22][CH2:23]1.[CH3:11][Si:12]([CH2:13][CH2:14][OH:15])([CH3:16])[CH3:17].[Cl:1][c:2]1[n:3][cH:4][cH:5][c:6]([Cl:8])[n:7]1.[ClH:18].[H-:9].[Na+:10].[OH2:24]>>[Cl:1][c:2]1[n:3][cH:4][cH:5][c:6]([O:15][CH2:14][CH2:13][Si:12]([CH3:11])([CH3:16])[CH3:17])[n:7]1. Starting materials: CCCC[Sn](Cl)(CCCC)CCCC, C1CCOC1, CC(C)[Mg+], [Cl-], [Cl-], [Cl-], FC(F)(F)c1cc(-c2ccc(Cl)cc2)nc(-n2cnc(I)c2)n1, [Li+], [NH4+]. Yields the product CCCC[Sn](CCCC)(CCCC)c1cn(-c2nc(-c3ccc(Cl)cc3)cc(C(F)(F)F)n2)cn1. As a reaction SMILES: [CH2:31]([CH2:32][CH2:33][CH3:34])[Sn:35]([CH2:36][CH2:37][CH2:38][CH3:39])([CH2:40][CH2:41][CH2:42][CH3:43])[Cl:44].[CH2:47]1[O:48][CH2:49][CH2:50][CH2:51]1.[CH:27]([Mg+:28])([CH3:29])[CH3:30].[Cl-:24].[Cl-:26].[Cl-:45].[Cl:1][c:2]1[cH:3][cH:4][c:5](-[c:8]2[n:9][c:10](-[n:18]3[cH:19][n:20][c:21]([I:23])[cH:22]3)[n:11][c:12]([C:14]([F:15])([F:16])[F:17])[cH:13]2)[cH:6][cH:7]1.[Li+:25].[NH4+:46]>>[Cl:1][c:2]1[cH:3][cH:4][c:5](-[c:8]2[n:9][c:10](-[n:18]3[cH:19][n:20][c:21]([Sn:35]([CH2:31][CH2:32][CH2:33][CH3:34])([CH2:36][CH2:37][CH2:38][CH3:39])[CH2:40][CH2:41][CH2:42][CH3:43])[cH:22]3)[n:11][c:12]([C:14]([F:15])([F:16])[F:17])[cH:13]2)[cH:6][cH:7]1. Reactants: ClC=1C=C(C(=O)O)C=CC1C(NC1=CC(=C(C=C1)Cl)C1=NC=CC=C1)=O (3-chloro-4-(4-chloro-3-(pyridin-2-yl)phenylcarbamoyl)benzoic acid), NCC=1C=NC=CC1 (3-(aminomethyl)pyridine). The product is ClC1=C(C(=O)NC2=CC(=C(C=C2)Cl)C2=NC=CC=C2)C=CC(=C1)C(=O)NCC=1C=NC=CC1 (2-chloro-N1-(4-chloro-3-(pyridin-2-yl)phenyl)-N4-(pyridin-3-ylmethyl)terephthalamide). As a reaction SMILES: [Cl:1][C:2]1[CH:3]=[C:4]([CH:8]=[CH:9][C:10]=1[C:11](=[O:26])[NH:12][C:13]1[CH:18]=[CH:17][C:16]([Cl:19])=[C:15]([C:20]2[CH:25]=[CH:24][CH:23]=[CH:22][N:21]=2)[CH:14]=1)[C:5]([OH:7])=O.[NH2:27][CH2:28][C:29]1[CH:30]=[N:31][CH:32]=[CH:33][CH:34]=1>>[Cl:1][C:2]1[CH:3]=[C:4]([C:5]([NH:27][CH2:28][C:29]2[CH:30]=[N:31][CH:32]=[CH:33][CH:34]=2)=[O:7])[CH:8]=[CH:9][C:10]=1[C:11]([NH:12][C:13]1[CH:18]=[CH:17][C:16]([Cl:19])=[C:15]([C:20]2[CH:25]=[CH:24][CH:23]=[CH:22][N:21]=2)[CH:14]=1)=[O:26]. Procedure: 50 mg of 3-chloro-4-(4-chloro-3-(pyridin-2-yl)phenylcarbamoyl)benzoic acid was coupled to 3-(aminomethyl)pyridine via Procedure G. The product was purified on reverse phase HPLC to yield 2-chloro-N1-(4-chloro-3-(pyridin-2-yl)phenyl)-N4-(pyridin-3-ylmethyl)terephthalamide. MS (Q1) 477 (M)+. Starting materials: COC(=S)c1cc(N)c(C)s1, O=Cc1ccc2c(c1)CCO2. Product: COC(=S)c1cc(Nc2ccc3c(c2)CCO3)c(C)s1. Reaction SMILES: [NH2:1][c:2]1[cH:3][c:4]([C:8](=[S:9])[O:10][CH3:11])[s:5][c:6]1[CH3:7].[O:12]1[c:13]2[c:14]([cH:17][c:18]([CH:21]=[O:22])[cH:19][cH:20]2)[CH2:15][CH2:16]1>>[NH:1]([c:2]1[cH:3][c:4]([C:8](=[S:9])[O:10][CH3:11])[s:5][c:6]1[CH3:7])[c:18]1[cH:17][c:14]2[c:13]([cH:20][cH:19]1)[O:12][CH2:16][CH2:15]2. Reactants: COc1ccc(C(=O)O)cc1C=Cc1ccc(OC(F)(F)F)cc1, CN, Cl. Yields the product CNC(=O)c1ccc(OC)c(C=Cc2ccc(OC(F)(F)F)cc2)c1. As a reaction SMILES: [CH3:1][O:2][c:3]1[c:4]([CH:12]=[CH:13][c:14]2[cH:15][cH:16][c:17]([O:20][C:21]([F:22])([F:23])[F:24])[cH:18][cH:19]2)[cH:5][c:6]([C:7](=[O:8])[OH:9])[cH:10][cH:11]1.[CH3:26][NH2:27].[ClH:25]>>[CH3:1][O:2][c:3]1[c:4]([CH:12]=[CH:13][c:14]2[cH:15][cH:16][c:17]([O:20][C:21]([F:22])([F:23])[F:24])[cH:18][cH:19]2)[cH:5][c:6]([C:7](=[O:8])[NH:27][CH3:26])[cH:10][cH:11]1. Starting materials: OCCC1CN(Cc2ccccc2)CCO1, ClC(Cl)Cl, O=S(Cl)Cl. The product is ClCCC1CN(Cc2ccccc2)CCO1. Reaction SMILES: [CH2:1]([c:2]1[cH:3][cH:4][cH:5][cH:6][cH:7]1)[N:8]1[CH2:9][CH:10]([CH2:14][CH2:15][OH:16])[O:11][CH2:12][CH2:13]1.[CH:21]([Cl:22])([Cl:23])[Cl:24].[S:17]([Cl:18])([Cl:19])=[O:20]>>[CH2:1]([c:2]1[cH:3][cH:4][cH:5][cH:6][cH:7]1)[N:8]1[CH2:9][CH:10]([CH2:14][CH2:15][Cl:19])[O:11][CH2:12][CH2:13]1. The reactants are CS(=O)(=O)C1=CC=C(C=C1)C=1C=C2C(=CN1)OC1(CC3(CCN(CC3)C(=O)OC(C)(C)C)C1)C2 (5-(4-Methylsulfonyl-phenyl)-1″-tert-butoxycarbonyl-dispiro[2,3-dihydrofuro[2,3-c]pyridine-2,1′-cyclobutane-3′,4″-piperidine]), Cl (HCl). Run in O1CCOCC1 (1,4-dioxane), O1CCOCC1 (1,4-dioxane). Run at time 1 hour. Product: CS(=O)(=O)C1=CC=C(C=C1)C=1C=C2C(=CN1)OC1(CC3(CCNCC3)C1)C2 (5-(4-Methylsulfonyl-phenyl)-dispiro[2,3-dihydrofuro[2,3-c]pyridine-2,1′-cyclobutane-3′,4″-piperidine]), Cl (HCl). Reaction SMILES: [CH3:1][S:2]([C:5]1[CH:10]=[CH:9][C:8]([C:11]2[CH:12]=[C:13]3[CH2:34][C:18]4([CH2:33][C:20]5([CH2:25][CH2:24][N:23](C(OC(C)(C)C)=O)[CH2:22][CH2:21]5)[CH2:19]4)[O:17][C:14]3=[CH:15][N:16]=2)=[CH:7][CH:6]=1)(=[O:4])=[O:3].[ClH:35]>O1CCOCC1>[CH3:1][S:2]([C:5]1[CH:10]=[CH:9][C:8]([C:11]2[CH:12]=[C:13]3[CH2:34][C:18]4([CH2:33][C:20]5([CH2:21][CH2:22][NH:23][CH2:24][CH2:25]5)[CH2:19]4)[O:17][C:14]3=[CH:15][N:16]=2)=[CH:7][CH:6]=1)(=[O:4])=[O:3].[ClH:35]. Reported procedure: 5-(4-Methylsulfonyl-phenyl)-1″-tert-butoxycarbonyl-dispiro[2,3-dihydrofuro[2,3-c]pyridine-2,1′-cyclobutane-3′,4″-piperidine] (0.30 g) dissolved in 4 M HCl in 1,4-dioxane (5 mL) is stirred at room temperature for 1 h. The solution is diluted with 1,4-dioxane and concentrated to give the title compound as HCl salt. LC (method 1): tR=0.66 min; Mass spectrum (ESI+): m/z=385 [M+H]+. The reactants are C(C)SC1=CC=C(N=CC2=CC=C(C=C2)S(N)(=O)=O)C=C1 (4-ethylthio-N-(4-sulfamoylbenzylidene)aniline), C[Si](C)(C)C#N (trimethylsilyl cyanide). Yields the product C(C)SC1=CC=C(NC(C#N)C2=CC=C(C=C2)S(N)(=O)=O)C=C1 (α-(4-Ethylthioanilino)-α-(4-sulfamoylphenyl)acetonitrile), powder. The yield is 100.0%. Reaction SMILES: [CH2:1]([S:3][C:4]1[CH:21]=[CH:20][C:7]([N:8]=[CH:9][C:10]2[CH:15]=[CH:14][C:13]([S:16](=[O:19])(=[O:18])[NH2:17])=[CH:12][CH:11]=2)=[CH:6][CH:5]=1)[CH3:2].C[Si]([C:26]#[N:27])(C)C>>[CH2:1]([S:3][C:4]1[CH:21]=[CH:20][C:7]([NH:8][CH:9]([C:10]2[CH:15]=[CH:14][C:13]([S:16](=[O:19])(=[O:18])[NH2:17])=[CH:12][CH:11]=2)[C:26]#[N:27])=[CH:6][CH:5]=1)[CH3:2]. Reported procedure: Following a procedure similar to that described in Example 1(ii), but using 4-ethylthio-N-(4-sulfamoylbenzylidene)aniline [prepared as described in step (i) above] and trimethylsilyl cyanide as starting materials, the title compound was obtained as a yellow powder (yield 100%).